This data is from the Open Reaction Database (ORD), a public repository of structured organic reaction records. The task is: describe an organic reaction: reactants, conditions, products, and yield Reactants: CN(C1=CC=CC=C1)C (dimethyl aniline), S(O)(O)=O (sulfurous acid), S(O)(O)=O (sulfurous acid), S(=O)=O (sulfur dioxide). Run in O (water). The product is S(=O)(O)O.CN(C1=CC=CC=C1)C (dimethyl aniline sulfite). Reaction SMILES: S(=O)=O.[CH3:4][N:5]([CH3:12])[C:6]1[CH:11]=[CH:10][CH:9]=[CH:8][CH:7]=1.[S:13](=[O:16])([OH:15])[OH:14]>O>[S:13]([OH:16])([OH:15])=[O:14].[CH3:4][N:5]([CH3:12])[C:6]1[CH:11]=[CH:10][CH:9]=[CH:8][CH:7]=1 |f:4.5|. Procedure: All or substantially all of the residual gaseous dimethyl aniline is removed from the uprising gaseous mixture comprising gaseous dimethyl aniline, sulfur dioxide gas and steam in rectifying section 35 by absorption in downwardly flowing dilute aqueous sulfurous acid solution, the sulfurous acid solution being formed in rectifying section 35 due to the condensation of most if not all of the steam and the dissolution of a small amount of the sulfur dioxide gas in the resulting liquid water. The g... The reactants are C(C)OC(C=CC1N(CCC1)C(=O)OCC1=CC=CC=C1)=O ((±)-3-(N-benzyloxycarbonylpyrrolidin-2-yl)acrylic acid ethyl ester), [H-].C(C(C)C)[Al+]CC(C)C (diisobutylaluminum hydride). The solvent is Cl (hydrochloric acid). Run at time 1 hour. Yields the product C(C1=CC=CC=C1)OC(=O)N1C(CCC1)C=CCO ((±)-3-(N-benzyloxycarbonylpyrrolidin-2-yl)-2-propen-1-ol). Isolated yield 46.8%. RXN SMILES: C([O:3][C:4](=O)[CH:5]=[CH:6][CH:7]1[CH2:11][CH2:10][CH2:9][N:8]1[C:12]([O:14][CH2:15][C:16]1[CH:21]=[CH:20][CH:19]=[CH:18][CH:17]=1)=[O:13])C.[H-].C([Al+]CC(C)C)C(C)C>Cl>[CH2:15]([O:14][C:12]([N:8]1[CH2:9][CH2:10][CH2:11][CH:7]1[CH:6]=[CH:5][CH2:4][OH:3])=[O:13])[C:16]1[CH:21]=[CH:20][CH:19]=[CH:18][CH:17]=1 |f:1.2|. Reported procedure: To a solution of 1.86 g of (±)-3-(N-benzyloxycarbonylpyrrolidin-2-yl)acrylic acid ethyl ester in 15 ml of dry dichloromethane1, 12.9 ml of diisobutylaluminum hydride (1M toluene solution) was added dropwise under an argon atmosphere at −70° C. or lower, followed by stirring for one hour. To the reaction solution, 60 ml of 1N hydrochloric acid was added dropwise, and then the mixture was heated to room temperature and extracted with diethyl ether. The extract was washed with water and dried over ... Reactants: O=C1CCC(=O)N1Br, O=C(OOC(=O)c1ccccc1)c1ccccc1, CCOC(=O)c1sc(Br)nc1C, CCOC(C)=O, c1ccccc1. Yields the product CCOC(=O)c1sc(Br)nc1CBr. As a reaction SMILES: [Br:13][N:14]1[C:15](=[O:16])[CH2:17][CH2:18][C:19]1=[O:20].[C:21]([O:22][O:23][C:24](=[O:25])[c:26]1[cH:27][cH:28][cH:29][cH:30][cH:31]1)(=[O:32])[c:33]1[cH:34][cH:35][cH:36][cH:37][cH:38]1.[CH2:1]([CH3:2])[O:3][C:4](=[O:5])[c:6]1[c:7]([CH3:12])[n:8][c:9]([Br:11])[s:10]1.[CH3:45][CH2:46][O:47][C:48](=[O:49])[CH3:50].[cH:39]1[cH:40][cH:41][cH:42][cH:43][cH:44]1>>[CH2:1]([CH3:2])[O:3][C:4](=[O:5])[c:6]1[c:7]([CH2:12][Br:13])[n:8][c:9]([Br:11])[s:10]1.